From a dataset of the Open Reaction Database (ORD), a public repository of structured organic reaction records. describe an organic reaction: reactants, conditions, products, and yield The reactants are [Al+3], CN1CCCC1=O, [Cl-], [Cl-], [Cl-], [Cl-], CC(Cl)Cl, N#Cc1ccc(Cl)cc1[N+](=O)[O-], [Li+]. The product is N#Cc1ccc(Cl)cc1Cl. Reaction SMILES: [Al+3:16].[CH3:23][N:24]1[CH2:25][CH2:26][CH2:27][C:28]1=[O:29].[Cl-:14].[Cl-:15].[Cl-:17].[Cl-:18].[Cl:19][CH:20]([Cl:21])[CH3:22].[Cl:1][c:2]1[cH:3][c:4]([N+:10]([O-:11])=[O:12])[c:5]([C:6]#[N:7])[cH:8][cH:9]1.[Li+:13]>>[Cl:1][c:2]1[cH:3][c:4]([Cl:19])[c:5]([C:6]#[N:7])[cH:8][cH:9]1. The reactants are C1CCOC1, CCOC(C)=O, COC(=O)c1cccc2c1c1c(O)cccc1n2Cc1cccc(Cl)c1, Cl, [NH4+], [OH-]. Product: NC(=O)c1cccc2c1c1c(O)cccc1n2Cc1cccc(Cl)c1. RXN SMILES: [CH2:30]1[O:31][CH2:32][CH2:33][CH2:34]1.[CH3:35][CH2:36][O:37][C:38](=[O:39])[CH3:40].[Cl:1][c:2]1[cH:3][c:4]([CH2:8][n:9]2[c:10]3[cH:11][cH:12][cH:13][c:14]([C:23]([O:25][CH3:24])=[O:26])[c:15]3[c:16]3[c:17]([OH:22])[cH:18][cH:19][cH:20][c:21]23)[cH:5][cH:6][cH:7]1.[ClH:27].[NH4+:28].[OH-:29]>>[Cl:1][c:2]1[cH:3][c:4]([CH2:8][n:9]2[c:10]3[cH:11][cH:12][cH:13][c:14]([C:23](=[O:25])[NH2:28])[c:15]3[c:16]3[c:17]([OH:22])[cH:18][cH:19][cH:20][c:21]23)[cH:5][cH:6][cH:7]1. Starting materials: CCO, CCOC(N)=O, Nc1ccccc1. Product: CCOC(=O)Nc1ccccc1. As a reaction SMILES: [CH3:14][CH2:15][OH:16].[CH3:8][CH2:9][O:10][C:11]([NH2:12])=[O:13].[NH2:1][c:2]1[cH:3][cH:4][cH:5][cH:6][cH:7]1>>[NH:1]([c:2]1[cH:3][cH:4][cH:5][cH:6][cH:7]1)[C:11]([O:10][CH2:9][CH3:8])=[O:13]. Reactants: C(C)(=O)N[C@@H](CS)C(=O)O (N-acetyl-L-cysteine), C(C(C)(C)C)(=O)N[C@@H](CS)C(=O)O (N-pivaloyl-L-cysteine). The product is C(C)(=O)N[C@H](C(=O)O)CSSC[C@@H](C(=O)O)NC(C(C)(C)C)=O ((R,R)-N-Acetyl-N'-(2,2-dimethylpropionyl)-3,3'-dithiobis(2-aminopropionic acid)). As a reaction SMILES: [C:1]([NH:4][C@H:5]([C:8]([OH:10])=[O:9])[CH2:6][SH:7])(=[O:3])[CH3:2].[C:11]([NH:17][C@H:18]([C:21]([OH:23])=[O:22])[CH2:19][SH:20])(=[O:16])[C:12]([CH3:15])([CH3:14])[CH3:13]>>[C:1]([NH:4][C@@H:5]([CH2:6][S:7][S:20][CH2:19][C@H:18]([NH:17][C:11](=[O:16])[C:12]([CH3:14])([CH3:13])[CH3:15])[C:21]([OH:23])=[O:22])[C:8]([OH:10])=[O:9])(=[O:3])[CH3:2]. Procedure: The compound was obtained following the procedure given in Example 18, starting from N-acetyl-L-cysteine and N-pivaloyl-L-cysteine. Starting materials: N(=[N+]=[N-])C(C(=O)OCC)=CC=1SC=CC1 (ethyl 2-azido-3-(2-thienyl)propenoate). Run in C=1(C(=CC=CC1)C)C (xylene). Yields the product S1C=CC=2NC(=CC21)C(=O)OCC (Ethyl 4H-thieno[3,2-b]pyrrole5-carboxylate). Yield: 66.1%. Reaction SMILES: [N:1]([C:4](=[CH:10][C:11]1[S:12][CH:13]=[CH:14][CH:15]=1)[C:5]([O:7][CH2:8][CH3:9])=[O:6])=[N+]=[N-]>C1(C)C(C)=CC=CC=1>[S:12]1[C:11]2[CH:10]=[C:4]([C:5]([O:7][CH2:8][CH3:9])=[O:6])[NH:1][C:15]=2[CH:14]=[CH:13]1. Procedure details: A solution of ethyl 2-azido-3-(2-thienyl)propenoate (0.45 g) in xylene (10 ml) was heated at reflux for 30 minutes, concentrated in vacuo and the residue purified by column chromatography using isohexane-15% ethyl acetate as eluent to give the product as a pale yellow solid (0.26 g, 66%), NMR d(CDCl3) 1.40 (3H, t), 4.39 (2H, q), 6.98 (1H, d), 7.18 (1H, s), 7.35 (1H, d), 9.30 (1H, bs) M/z (−) 194 (M-H+), 166. Reactants: CC(C)(OC(=O)OCC1=CC=C(C=C1)[N+](=O)[O-])[C@H]1[C@H]2CC(=C(N2C1=O)C(=O)OCC1=CC=C(C=C1)[N+](=O)[O-])SC=1OC(=NN1)C (4-nitrobenzyl (5R, 6R)-6-[1-methyl-1-(4-nitrobenzyloxycarbonyloxy)ethyl]-3-(5-methyl-1,3,4-oxadiazol-2-ylthio)-7-oxo-1-azabicyclo[3.2.0]hept-2-ene-2-carboxylate), C(C)O (ethanol), aqueous solution, P(=O)(O)([O-])[O-].[K+].[K+] (dipotassium hydrogen phosphate). The reagents and catalysts are O.[Pt](=O)=O (platinum (IV) oxide monohydrate). The solvent is O (water), O1CCOCC1 (dioxane). Product: OC(C)(C)[C@H]1[C@H]2CC(=C(N2C1=O)C(=O)[O-])SC=1OC(=NN1)C.[K+] (potassium (5R, 6R)-6-(1-hydroxy-1-methylethyl)-3-(5-methyl-1,3,4-oxadiazol-2-ylthio)-7-oxo-1-azabicyclo[3.2.0]hept-2-ene-2-carboxylate). Reaction SMILES: [CH3:1][C:2]([C@@H:18]1[C:24](=[O:25])[N:23]2[C@@H:19]1[CH2:20][C:21]([S:39][C:40]1[O:41][C:42]([CH3:45])=[N:43][N:44]=1)=[C:22]2[C:26]([O:28]CC1C=CC([N+]([O-])=O)=CC=1)=[O:27])([O:4]C(OCC1C=CC([N+]([O-])=O)=CC=1)=O)[CH3:3].C(O)C.P([O-])([O-])(O)=O.[K+:54].[K+]>O.O1CCOCC1.O.[Pt](=O)=O>[OH:4][C:2]([C@@H:18]1[C:24](=[O:25])[N:23]2[C@@H:19]1[CH2:20][C:21]([S:39][C:40]1[O:41][C:42]([CH3:45])=[N:43][N:44]=1)=[C:22]2[C:26]([O-:28])=[O:27])([CH3:3])[CH3:1].[K+:54] |f:2.3.4,7.8,9.10|. Reported procedure: A mixture of 4-nitrobenzyl (5R, 6R)-6-[1-methyl-1-(4-nitrobenzyloxycarbonyloxy)ethyl]-3-(5-methyl-1,3,4-oxadiazol-2-ylthio)-7-oxo-1-azabicyclo[3.2.0]hept-2-ene-2-carboxylate (50 mg), platinum (IV) oxide monohydrate (50 mg), ethanol (0.5 ml) and 0.1M aqueous solution of dipotassium hydrogen phosphate (2.35 ml) in a mixture of water (2.5 ml) and dioxane (6 ml) was shaken under a hydrogen atmosphere (40 psi) at ambient temperature for an hour. After the catalyst was filtered off, the filtrate was e... Starting materials: CN(C1c2ccccc2CC1O[Si](C)(C)C(C)(C)C)S(C)(=O)=O, C1CCOC1, ClCCl. The product is CN(C1c2ccccc2CC1O)S(C)(=O)=O. RXN SMILES: [C:1]([Si:2]([CH3:3])([CH3:4])[O:6][CH:7]1[CH:8]([N:16]([S:17](=[O:18])(=[O:19])[CH3:20])[CH3:21])[c:9]2[cH:10][cH:11][cH:12][cH:13][c:14]2[CH2:15]1)([CH3:5])([CH3:22])[CH3:23].[CH2:27]1[O:28][CH2:29][CH2:30][CH2:31]1.[Cl:24][CH2:25][Cl:26]>>[OH:6][CH:7]1[CH:8]([N:16]([S:17](=[O:18])(=[O:19])[CH3:20])[CH3:21])[c:9]2[cH:10][cH:11][cH:12][cH:13][c:14]2[CH2:15]1.